This data is from the Open Reaction Database (ORD), a public repository of structured organic reaction records. The task is: describe an organic reaction: reactants, conditions, products, and yield Starting materials: C, CCO, CCCOc1ccc(F)cc1[N+](=O)[O-], [Pd]. The product is CCCOc1ccc(F)cc1N. As a reaction SMILES: [C:15].[CH3:17][CH2:18][OH:19].[F:1][c:2]1[cH:3][c:4]([N+:12]([O-:13])=[O:14])[c:5]([O:8][CH2:9][CH2:10][CH3:11])[cH:6][cH:7]1.[Pd:16]>>[F:1][c:2]1[cH:3][c:4]([NH2:12])[c:5]([O:8][CH2:9][CH2:10][CH3:11])[cH:6][cH:7]1.